From a dataset of the Open Reaction Database (ORD), a public repository of structured organic reaction records. describe an organic reaction: reactants, conditions, products, and yield RXN SMILES: [CH2:1]([C:7]1[CH:12]=[CH:11][C:10]([C:13]2[S:14][C:15]([C:18]3[CH:23]=[CH:22][C:21]([OH:24])=[CH:20][CH:19]=3)=[CH:16][N:17]=2)=[CH:9][CH:8]=1)[CH2:2][CH2:3][CH2:4][CH2:5][CH3:6]>N1C=CC=CC=1.C(Cl)(=O)CCCC>[CH2:1]([C:7]1[CH:8]=[CH:9][C:10]([C:13]2[S:14][C:15]([C:18]3[CH:19]=[CH:20][C:21]([O:24][C:21](=[O:24])[CH2:20][CH2:19][CH2:18][CH3:15])=[CH:22][CH:23]=3)=[CH:16][N:17]=2)=[CH:11][CH:12]=1)[CH2:2][CH2:3][CH2:4][CH2:5][CH3:6]. The yield is 170.8%. The reactants are C(CCCCC)C1=CC=C(C=C1)C=1SC(=CN1)C1=CC=C(C=C1)O (2-(4-hexylphenyl)-5-(4-hydroxyphenyl)thiazole), ice water. Run in N1=CC=CC=C1 (pyridine), C(CCCC)(=O)Cl (pentanoyl chloride). Procedure details: To a solution of 0.60 g (1.78 mM) of 2-(4-hexylphenyl)-5-(4-hydroxyphenyl)thiazole in 10 ml of pyridine, 0.36 ml (3.03 mM) of pentanoyl chloride was added on an ice water bath under stirring, followed by further stirring for 2 hours at room temperature. After the reaction, the reaction mixture was poured into 100 ml of ice water to precipitate a crystal. The crystal was recovered by filtration and dissolved in toluene, followed by drying with anhydrous sodium sulfate and distilling-off of the so... The product is C(CCCCC)C1=CC=C(C=C1)C=1SC(=CN1)C1=CC=C(C=C1)OC(CCCC)=O (2-(4-hexylphenyl)-5-(4-pentanoyloxyphenyl)thiazole). Reactants: C1(CCC1)NC(C1=C(C=CC(=C1)OC1=C(C=C(C=C1Cl)COC)Cl)OC)=O (N-Cyclobutyl-5-(2,6-dichloro-4-methoxymethyl-phenoxy)-2-methoxy-benzamide), [H-].[Na+] (sodium hydride), CI (methyl iodide). Run in Cl (HCl), CN(C=O)C (dimethylformamide). Reaction conditions: temperature 0 celsius, time 30 minute. The product is C1(CCC1)N(C(C1=C(C=CC(=C1)OC1=C(C=C(C=C1Cl)COC)Cl)OC)=O)C (N-Cyclobutyl-5-(2,6-dichloro-4-methoxymethyl-phenoxy)-2-methoxy-N-methyl-benzamide). Isolated yield 89.1%. As a reaction SMILES: [CH:1]1([NH:5][C:6](=[O:27])[C:7]2[CH:12]=[C:11]([O:13][C:14]3[C:19]([Cl:20])=[CH:18][C:17]([CH2:21][O:22][CH3:23])=[CH:16][C:15]=3[Cl:24])[CH:10]=[CH:9][C:8]=2[O:25][CH3:26])[CH2:4][CH2:3][CH2:2]1.[H-].[Na+].[CH3:30]I>CN(C)C=O.Cl>[CH:1]1([N:5]([CH3:30])[C:6](=[O:27])[C:7]2[CH:12]=[C:11]([O:13][C:14]3[C:19]([Cl:20])=[CH:18][C:17]([CH2:21][O:22][CH3:23])=[CH:16][C:15]=3[Cl:24])[CH:10]=[CH:9][C:8]=2[O:25][CH3:26])[CH2:4][CH2:3][CH2:2]1 |f:1.2|. Procedure: To a solution of the title compound of Step E (170 mg, 0.41 mmol) in dimethylformamide (4 ml) at 0° C. under nitrogen was added sodium hydride (60% dispersion in mineral oil, 41 mg, 1 mmol). The resulting slurry mixture was stirred at 0° C. for about 30 minutes and gradually became a brownish-yellow solution. To this solution at 0° C. was added methyl iodide (0.13 ml, 2 mmol). The resulting solution was warmed to room temperature and stirred for about 19 hours. The solution was diluted with 1N H... Starting materials: CC=CCBr, [H-], [Na+], CN(C)C=O, Oc1ccccc1I. The product is CC=CCOc1ccccc1I. RXN SMILES: [CH2:11]([CH:12]=[CH:13][CH3:14])[Br:15].[H-:10].[Na+:9].[O:16]=[CH:17][N:18]([CH3:19])[CH3:20].[OH:1][c:2]1[cH:3][cH:4][cH:5][cH:6][c:7]1[I:8]>>[O:1]([c:2]1[cH:3][cH:4][cH:5][cH:6][c:7]1[I:8])[CH2:11][CH:12]=[CH:13][CH3:14]. The reactants are FC(F)(F)c1cc(Br)cc(C(F)(F)F)n1, C[Sn](C)(C)Cl, [Li]CCCC. Product: C[Sn](C)(C)c1cc(C(F)(F)F)nc(C(F)(F)F)c1. As a reaction SMILES: [Br:1][c:2]1[cH:3][c:4]([C:12]([F:13])([F:14])[F:15])[n:5][c:6]([C:8]([F:9])([F:10])[F:11])[cH:7]1.[CH3:21][Sn:22]([CH3:23])([CH3:24])[Cl:25].[Li:16][CH2:17][CH2:18][CH2:19][CH3:20]>>[c:2]1([Sn:22]([CH3:21])([CH3:23])[CH3:24])[cH:3][c:4]([C:12]([F:13])([F:14])[F:15])[n:5][c:6]([C:8]([F:9])([F:10])[F:11])[cH:7]1. The reactants are [OH-].[Na+] (sodium hydroxide), C(C)(=O)O (acetic acid), BrC=1C=C(C=CC1)NC1=NC=NC2=CC(=C(C=C12)[N+](=O)[O-])OCCCC1CCN(CC1)C (4-[(3-bromophenyl)amino]-7-[3-(1-methylpiperidin-4-yl)propyloxy]-6-nitroquinazoline). The reagents and catalysts are [Fe] (iron). Run in C(C)O (ethanol), C(C)O (ethanol), O (water). Yields the product NC=1C=C2C(=NC=NC2=CC1OCCCC1CCN(CC1)C)NC1=CC(=CC=C1)Br (6-Amino-4-[(3-bromophenyl)amino]-7-[3-(1-methylpiperidin-4-yl)propyloxy]quinazoline). RXN SMILES: [Br:1][C:2]1[CH:3]=[C:4]([NH:8][C:9]2[C:18]3[C:13](=[CH:14][C:15]([O:22][CH2:23][CH2:24][CH2:25][CH:26]4[CH2:31][CH2:30][N:29]([CH3:32])[CH2:28][CH2:27]4)=[C:16]([N+:19]([O-])=O)[CH:17]=3)[N:12]=[CH:11][N:10]=2)[CH:5]=[CH:6][CH:7]=1.C(O)(=O)C.[OH-].[Na+]>O.C(O)C.[Fe]>[NH2:19][C:16]1[CH:17]=[C:18]2[C:13](=[CH:14][C:15]=1[O:22][CH2:23][CH2:24][CH2:25][CH:26]1[CH2:31][CH2:30][N:29]([CH3:32])[CH2:28][CH2:27]1)[N:12]=[CH:11][N:10]=[C:9]2[NH:8][C:4]1[CH:5]=[CH:6][CH:7]=[C:2]([Br:1])[CH:3]=1 |f:2.3|. Procedure details: 1.00 g of 4-[(3-bromophenyl)amino]-7-[3-(1-methylpiperidin-4-yl)propyloxy]-6-nitroquinazoline is dissolved in 16 ml of water, 35 ml of ethanol and 1.3 ml of glacial acetic acid and heated to boiling. Then 540 mg of iron powder are added with stirring. The reaction mixture is refluxed for about another 35 minutes. For working up the cooled reaction mixture is diluted with 15 ml of ethanol, made alkaline with 15 N sodium hydroxide solution, combined with 20 g of Extrelute and stirred for about 20 ... Reactants: N (ammonia), C1CC(NC2CCC3=C(C12)C=CC=C3)=O (hexahydrobenzo[f]quinolin-3-one), C1(=CC=CC=C1)CC(=O)O (phenylacetic acid), C(C)N (ethylamine). Run in C(CO)O (ethylene glycol). Conditions: time 7 hour. Product: C(C)N1C(CCC2(C3=C(CC=C12)C=CC=C3)C)=O (4-ethyl-10b-methyl-1,2,3,4,6,10b-hexahydrobenzo[f]quinolin-3-one), C(C)N1C(CC[C@]2(C3=C(CC[C@H]12)C=CC=C3)C)=O (trans-4-ethyl-10b-methyl-1,2,3,4,4a,5,6,10b-octahydrobenzo[f]quinolin-3-one). Reaction SMILES: [C:1]1([CH2:7][C:8](O)=O)[CH:6]=[CH:5][CH:4]=[CH:3][CH:2]=1.[CH2:11]([NH2:13])[CH3:12].N.[CH2:15]1[CH:24]2[CH:19]([CH2:20][CH2:21][C:22]3[CH:28]=[CH:27][CH:26]=[CH:25][C:23]=32)[NH:18][C:17](=[O:29])[CH2:16]1>C(O)CO>[CH2:11]([N:18]1[C:19]2[C:7]([CH3:8])([C:1]3[CH:2]=[CH:3][CH:4]=[CH:5][C:6]=3[CH2:23][CH:24]=2)[CH2:15][CH2:16][C:17]1=[O:29])[CH3:12].[CH2:11]([N:13]1[C@@H:19]2[C@:24]([CH3:1])([C:23]3[CH:25]=[CH:26][CH:27]=[CH:28][C:22]=3[CH2:21][CH2:20]2)[CH2:15][CH2:16][C:17]1=[O:29])[CH3:12]. Reported procedure: By following the procedures described in Example 40, Steps A, B, C, D, E and F using phenylacetic acid as the starting material and using ethylamine rather than ammonia, and digylme rather ethylene glycol in Step F, the compound 4-ethyl-10b-methyl-1,2,3,4,6,10b-hexahydrobenzo[f]quinolin-3-one was prepared. This hexahydrobenzo[f]quinolin-3-one was hydrogenated by following the procedures described Example 22 except that the reaction was carried out at 70° C. over 7 hours to afford a crude reactio...